Dataset: the Open Reaction Database (ORD), a public repository of structured organic reaction records. Task: describe an organic reaction: reactants, conditions, products, and yield Reactants: C1CCOC1, CC(C)CC(CO)NC(c1ccc(Cl)nc1)C(F)(F)F. The product is CC(C)CC(NC(c1ccc(Cl)nc1)C(F)(F)F)C(=O)O. Reaction SMILES: [CH2:21]1[CH2:24][CH2:23][CH2:22][O:25]1.[Cl:1][c:2]1[cH:3][cH:4][c:5]([CH:8]([C:9]([F:10])([F:11])[F:12])[NH:13][CH:14]([CH2:15][OH:16])[CH2:17][CH:18]([CH3:19])[CH3:20])[cH:6][n:7]1>>[Cl:1][c:2]1[cH:3][cH:4][c:5]([CH:8]([C:9]([F:10])([F:11])[F:12])[NH:13][CH:14]([C:15](=[O:16])[OH:25])[CH2:17][CH:18]([CH3:19])[CH3:20])[cH:6][n:7]1.